From a dataset of the Open Reaction Database (ORD), a public repository of structured organic reaction records. describe an organic reaction: reactants, conditions, products, and yield The reactants are ClC1=C(C(=CC=2N=C(NC21)C(F)(F)F)Cl)Cl (4,5,6-trichloro-2-trifluoromethylbenzimidazole), OS(=O)(=O)O.O=S(=O)=O (oleum). The solvent is O (water). The product is 165.9, ClC1=C(C2=C(N=C(N2)C(F)(F)F)C(=C1Cl)Cl)S(=O)(=O)O (5,6,7-trichloro-2-trifluoromethylbenzimidazole-4-sulphonic acid). The yield is 92.0%. As a reaction SMILES: [Cl:1][C:2]1[C:10]2[NH:9][C:8]([C:11]([F:14])([F:13])[F:12])=[N:7][C:6]=2[CH:5]=[C:4]([Cl:15])[C:3]=1[Cl:16].[OH:17][S:18](O)(=[O:20])=[O:19].O=S(=O)=O>O>[Cl:15][C:4]1[C:3]([Cl:16])=[C:2]([Cl:1])[C:10]2[N:9]=[C:8]([C:11]([F:14])([F:13])[F:12])[NH:7][C:6]=2[C:5]=1[S:18]([OH:20])(=[O:19])=[O:17] |f:1.2|. Procedure: 4,5,6-trichloro-2-trifluoromethylbenzimidazole (145 parts) was added gradually to stirred oleum (1260 parts) and the mixture then refluxed for 2 hours. After cooling, the mixture was poured into water (3000 parts), the temperature being allowed to rise to near boiling. The mixture was cooled to room temperature overnight and the crystalline product was filtered off, washed with water and dried to give 165.9 parts (92% yield) of 5,6,7-trichloro-2-trifluoromethylbenzimidazole-4-sulphonic acid. Reaction conditions: temperature 0 celsius, time 1 hour. Reactants: NN1CCOCC1 (4-Aminomorpholine), C=C1CC(=O)O1 (diketene). As a reaction SMILES: [NH2:1][N:2]1[CH2:7][CH2:6][O:5][CH2:4][CH2:3]1.[CH2:8]=[C:9]1[O:13][C:11](=[O:12])[CH2:10]1>O1CCCC1>[N:2]1([NH:1][C:11](=[O:12])[CH2:10][C:9](=[O:13])[CH3:8])[CH2:7][CH2:6][O:5][CH2:4][CH2:3]1. Solvent: O1CCCC1 (tetrahydrofuran). Procedure: 18 ml (0.19 mol) of 4-Aminomorpholine were added dropwise to a solution of 15 g of diketene (0.18 mol) in 200 ml tetrahydrofuran at −5 to 0° C. After 1 h stirring at 0° C. no more starting material was detected by thin layer chromatography. The reaction mixture was evaporated and the residue purified by column chromatography. This gave 26.1 g (0.14 mol, 78% yield) of a colorless oil. Yields the product N1(CCOCC1)NC(CC(C)=O)=O (N-(Morpholin-4-yl)-3-oxobutanamide). Yield: 77.8%. Reactants: C1(=CC=CC=C1)B(O)O (phenylboronic acid), ClC=1C2=C(N=CN1)NC=C2 (4-chloro-7H-pyrrolo[2,3-d]pyrimidine), C([O-])([O-])=O.[Na+].[Na+] (sodium carbonate). The reagents and catalysts are C1=CC=C(C=C1)P([C-]2C=CC=C2)C3=CC=CC=C3.C1=CC=C(C=C1)P([C-]2C=CC=C2)C3=CC=CC=C3.Cl[Pd]Cl.[Fe+2] (PdCl2(dppf)). Solvent: O1CCOCC1 (dioxane), O (water). Run at temperature 150 celsius. The product is C1(=CC=CC=C1)C=1C2=C(N=CN1)NC=C2 (4-phenyl-7H-pyrrolo[2,3-d]pyrimidine). As a reaction SMILES: [C:1]1(B(O)O)[CH:6]=[CH:5][CH:4]=[CH:3][CH:2]=1.Cl[C:11]1[C:12]2[CH:19]=[CH:18][NH:17][C:13]=2[N:14]=[CH:15][N:16]=1.C(=O)([O-])[O-].[Na+].[Na+]>O1CCOCC1.O.C1C=CC(P(C2C=CC=CC=2)[C-]2C=CC=C2)=CC=1.C1C=CC(P(C2C=CC=CC=2)[C-]2C=CC=C2)=CC=1.Cl[Pd]Cl.[Fe+2]>[C:1]1([C:11]2[C:12]3[CH:19]=[CH:18][NH:17][C:13]=3[N:14]=[CH:15][N:16]=2)[CH:6]=[CH:5][CH:4]=[CH:3][CH:2]=1 |f:2.3.4,7.8.9.10|. Procedure: A mixture of phenylboronic acid (1.59 g, 13.0 mmol), 4-chloro-7H-pyrrolo[2,3-d]pyrimidine (1.00 g, 6.51 mmol), sodium carbonate (1.38 g, 13.0 mmol), PdCl2(dppf) (113 mg, 0.138 mmol) in dioxane (20 mL) and water (5 mL) was purged with argon gas for 10 minutes and then heated by microwave irradiation at 150° C. for 1 hour. Brine was added to the reaction mixture and the organic layer was separated. The aqueous layer was then extracted with ethyl acetate (×3) and the organic layers were combined an...